Dataset: the Open Reaction Database (ORD), a public repository of structured organic reaction records. Task: describe an organic reaction: reactants, conditions, products, and yield RXN SMILES: [C:1]([CH3:2])([CH3:3])([CH3:4])[O:5][C:6](=[O:7])[NH:8][CH:9]([CH:10]([CH3:11])[CH3:12])[C:13](=[O:14])[OH:15].[CH2:23]([O:24][C:25]([Cl:26])=[O:27])[CH:28]([CH3:29])[CH3:30].[CH2:46]([Cl:47])[Cl:48].[CH3:16][N:17]1[CH2:18][CH2:19][O:20][CH2:21][CH2:22]1.[CH3:32][O:33][C:34]([CH:35]([NH2:36])[CH2:37][c:38]1[cH:39][cH:40][c:41]([OH:44])[cH:42][cH:43]1)=[O:45].[ClH:31]>>[C:1]([CH3:2])([CH3:3])([CH3:4])[O:5][C:6](=[O:7])[NH:8][CH:9]([CH:10]([CH3:11])[CH3:12])[C:13](=[O:15])[NH:36][CH:35]([C:34]([O:33][CH3:32])=[O:45])[CH2:37][c:38]1[cH:39][cH:40][c:41]([OH:44])[cH:42][cH:43]1. Yields the product COC(=O)C(Cc1ccc(O)cc1)NC(=O)C(NC(=O)OC(C)(C)C)C(C)C. Starting materials: CC(C)C(NC(=O)OC(C)(C)C)C(=O)O, CC(C)COC(=O)Cl, ClCCl, CN1CCOCC1, COC(=O)C(N)Cc1ccc(O)cc1, Cl.